From a dataset of the Open Reaction Database (ORD), a public repository of structured organic reaction records. describe an organic reaction: reactants, conditions, products, and yield Reactants: O (water), ClC=1C(=C(C=CC1)S(=O)(=O)NC=1SC=C(N1)CCO)C (3-Chloro-N-[4-(2-hydroxyethyl)-1,3-thiazol-2-yl]-2-methylbenzenesulfonamide), C1(=CC=CC=C1)P(C1=CC=CC=C1)C1=CC=CC=C1 (triphenylphosphine), C(Cl)(Cl)(Cl)Cl (carbontetrachloride). Run in CN(C)C=O (DMF). The product is ClC=1C(=C(C=CC1)S(=O)(=O)NC=1SC=C(N1)CCCl)C (3-Chloro-N-[4-(2-chloroethyl)-1,3-thiazol-2-yl]-2-methylbenzenesulfonamide). As a reaction SMILES: [Cl:1][C:2]1[C:3]([CH3:20])=[C:4]([S:8]([NH:11][C:12]2[S:13][CH:14]=[C:15]([CH2:17][CH2:18]O)[N:16]=2)(=[O:10])=[O:9])[CH:5]=[CH:6][CH:7]=1.C1(P(C2C=CC=CC=2)C2C=CC=CC=2)C=CC=CC=1.C(Cl)(Cl)(Cl)[Cl:41].O>CN(C=O)C>[Cl:1][C:2]1[C:3]([CH3:20])=[C:4]([S:8]([NH:11][C:12]2[S:13][CH:14]=[C:15]([CH2:17][CH2:18][Cl:41])[N:16]=2)(=[O:10])=[O:9])[CH:5]=[CH:6][CH:7]=1. Reported procedure: A mixture of EXAMPLE 181A (100 mg, 0.30 mmol), triphenylphosphine (158 mg, 0.60 mmol) and carbontetrachloride (116 mg, 0.75 mmol) in DMF (2 mL) was stirred over night, and was then poured into water. The mixture was extracted with EtOAc, dried (Sodium sulfate) and the solvent was evaporated. The crude material was purified by flash chromatography on silica gel gradient eluting with 2-4% acetone in DCM giving a solid (25 mg, 24%). 1H NMR (CDCl3) δ 2.64 (s, 3H), 3.17 (t, 2H), 3.77 (t, 2H), 6.30 (s...